From a dataset of the Open Reaction Database (ORD), a public repository of structured organic reaction records. describe an organic reaction: reactants, conditions, products, and yield Reactants: [H-].[Na+] (sodium hydride), CC1=CC2=C(NC(CC(=N2)C2=CC=C(C=C2)N2C(=NC=3C=NC=CC32)C)=S)C=C1C (2,3-dihydro-7,8-dimethyl-4-[4-(2-methylimidazo[4,5-c]pyrid-1-yl)phenyl]-1H-[1,5]benzodiazepin-2-thione), C(NN)(=O)OCC (ethyl carbazate), C1(=CC=C(C=C1)S(=O)(=O)O)C (p-toluenesulphonic acid). Solvent: C(CCC)O (n-butanol). Reaction conditions: time 3 hour. Product: CC=1C(=CC2=C(NC(=CC=3N2C(NN3)=O)C3=CC=C(C=C3)N3C(=NC=2C=NC=CC23)C)C1)C (1,2-Dihydro-8,9-dimethyl-5-[4-(2-methylimidazo[4,5-c]pyrid-1-yl)phenyl]-6H-[1,2,4]triazolo[4,3-a][1,5]benzodiazepin-1-one). RXN SMILES: [CH3:1][C:2]1[C:29]([CH3:30])=[CH:28][C:5]2[NH:6][C:7](=S)[CH2:8][C:9]([C:11]3[CH:16]=[CH:15][C:14]([N:17]4[C:25]5[CH:24]=[CH:23][N:22]=[CH:21][C:20]=5[N:19]=[C:18]4[CH3:26])=[CH:13][CH:12]=3)=[N:10][C:4]=2[CH:3]=1.[C:31](OCC)(=[O:34])[NH:32][NH2:33].C1(C)C=CC(S(O)(=O)=O)=CC=1.[H-].[Na+]>C(O)CCC>[CH3:1][C:2]1[C:29]([CH3:30])=[CH:28][C:5]2[N:6]3[C:31](=[O:34])[NH:32][N:33]=[C:7]3[CH:8]=[C:9]([C:11]3[CH:16]=[CH:15][C:14]([N:17]4[C:25]5[CH:24]=[CH:23][N:22]=[CH:21][C:20]=5[N:19]=[C:18]4[CH3:26])=[CH:13][CH:12]=3)[NH:10][C:4]=2[CH:3]=1 |f:3.4|. Reported procedure: A solution of 2,3-dihydro-7,8-dimethyl-4-[4-(2-methylimidazo[4,5-c]pyrid-1-yl)phenyl]-1H-[1,5]benzodiazepin-2-thione (411 mg, 1.0 mmol), ethyl carbazate (210 mg, 2 mmol) and p-toluenesulphonic acid (10 mg) in n-butanol (5 ml) was stirred overnight at reflux. The solvent was removed under reduced pressure, and the residue was purified by flash chromatography (etuting with dichloromethane/methanol=9:1). The intermediate carbazate was then dissolved in dry tetrahydrofuran (5 ml) and cyclised by the... Reactants: CC(C)(CO)c1cc2cc([N+](=O)[O-])ccc2[nH]1, CCO, CCOC(C)=O, O, O, O, Cl[Sn](Cl)(Cl)Cl. Yields the product CC(C)(CO)c1cc2cc(N)ccc2[nH]1. RXN SMILES: [CH3:1][C:2]([CH2:3][OH:4])([CH3:5])[c:6]1[nH:7][c:8]2[cH:9][cH:10][c:11]([N+:15]([O-:16])=[O:17])[cH:12][c:13]2[cH:14]1.[CH3:25][CH2:26][OH:27].[CH3:28][CH2:29][O:30][C:31](=[O:32])[CH3:33].[OH2:18].[OH2:19].[OH2:34].[Sn:20]([Cl:21])([Cl:22])([Cl:23])[Cl:24]>>[CH3:1][C:2]([CH2:3][OH:4])([CH3:5])[c:6]1[nH:7][c:8]2[cH:9][cH:10][c:11]([NH2:15])[cH:12][c:13]2[cH:14]1. Reactants: CC1CCCO1, CC1(C)OB(c2ccc(NC(=O)NC3CC3)cc2)OC1(C)C, CC(F)(F)CN1C(=O)C2(C)COCCN2c2nc(Cl)ncc21, [Na+], [Na+], O=C([O-])[O-]. Yields the product CC(F)(F)CN1C(=O)C2(C)COCCN2c2nc(-c3ccc(NC(=O)NC4CC4)cc3)ncc21. RXN SMILES: [CH3:51][CH:52]1[CH2:53][CH2:54][CH2:55][O:56]1.[CH:23]1([NH:26][C:27](=[O:28])[NH:29][c:30]2[cH:31][cH:32][c:33]([B:36]3[O:37][C:38]([CH3:39])([CH3:40])[C:41]([CH3:42])([CH3:43])[O:44]3)[cH:34][cH:35]2)[CH2:24][CH2:25]1.[Cl:1][c:2]1[n:3][c:4]2[c:9]([cH:10][n:11]1)[N:8]([CH2:12][C:13]([CH3:14])([F:15])[F:16])[C:7](=[O:17])[C:6]1([CH3:22])[N:5]2[CH2:21][CH2:20][O:19][CH2:18]1.[Na+:45].[Na+:46].[O-:47][C:48](=[O:49])[O-:50]>>[c:2]1(-[c:33]2[cH:32][cH:31][c:30]([NH:29][C:27]([NH:26][CH:23]3[CH2:24][CH2:25]3)=[O:28])[cH:35][cH:34]2)[n:3][c:4]2[c:9]([cH:10][n:11]1)[N:8]([CH2:12][C:13]([CH3:14])([F:15])[F:16])[C:7](=[O:17])[C:6]1([CH3:22])[N:5]2[CH2:21][CH2:20][O:19][CH2:18]1.